From a dataset of the Open Reaction Database (ORD), a public repository of structured organic reaction records. describe an organic reaction: reactants, conditions, products, and yield Starting materials: C(C)(C)(C)OC(=O)N[C@@H](C)C(=O)O (N-(tert-butoxy carbonyl)-L-alanine), Cl.CNOC (N,O-dimethyl hydroxylamine hydrochloride). Yields the product C(C)(C)(C)OC(N[C@H](C(=O)N(C)OC)C)=O (tert-butyl{(1S)-2-[methoxy(methyl)amino]-1-methyl-2-oxo ethyl}carbamate). The yield is 52.5%. Reaction SMILES: [C:1]([O:5][C:6]([NH:8][C@H:9]([C:11]([OH:13])=O)[CH3:10])=[O:7])([CH3:4])([CH3:3])[CH3:2].Cl.[CH3:15][NH:16][O:17][CH3:18]>>[C:1]([O:5][C:6](=[O:7])[NH:8][C@@H:9]([CH3:10])[C:11]([N:16]([O:17][CH3:18])[CH3:15])=[O:13])([CH3:2])([CH3:3])[CH3:4] |f:1.2|. Reported procedure: With 2.00 g of N-(tert-butoxy carbonyl)-L-alanine and 1.55 g of N,O-dimethyl hydroxylamine hydrochloride as starting materials, 1.29 g of the title compound (colorless solid) was obtained by a similar procedure to Step 10-1. Starting materials: F[B-](F)(F)F, CCN(C(C)C)C(C)C, Cc1ccc(-c2nocc2C(=O)O)cc1, OC1(c2ccc(F)cc2)CCNC1, CN(C)C=O, CN(C)C(On1nnc2ccccc21)=[N+](C)C. Yields the product Cc1ccc(-c2nocc2C(=O)N2CCC(O)(c3ccc(F)cc3)C2)cc1. As a reaction SMILES: [B-:14]([F:15])([F:16])([F:17])[F:18].[CH2:36]([N:37]([CH:38]([CH3:39])[CH3:40])[CH:41]([CH3:42])[CH3:43])[CH3:44].[CH3:45][c:46]1[cH:47][cH:48][c:49](-[c:52]2[n:53][o:54][cH:55][c:56]2[C:57](=[O:58])[OH:59])[cH:50][cH:51]1.[F:1][c:2]1[cH:3][cH:4][c:5]([C:8]2([OH:13])[CH2:9][NH:10][CH2:11][CH2:12]2)[cH:6][cH:7]1.[O:60]=[CH:61][N:62]([CH3:63])[CH3:64].[n:19]1([O:20][C:21]([N:22]([CH3:23])[CH3:24])=[N+:25]([CH3:26])[CH3:27])[c:28]2[cH:29][cH:30][cH:31][cH:32][c:33]2[n:34][n:35]1>>[F:1][c:2]1[cH:3][cH:4][c:5]([C:8]2([OH:13])[CH2:9][N:10]([C:57]([c:56]3[c:52](-[c:49]4[cH:48][cH:47][c:46]([CH3:45])[cH:51][cH:50]4)[n:53][o:54][cH:55]3)=[O:58])[CH2:11][CH2:12]2)[cH:6][cH:7]1. The reactants are ClCC(=O)NCC1=CC(=C2CCC(C2=C1O)=O)C (6-chloroacetylaminomethyl-2,3-dihydro-7-hydroxy-4-methyl-1H-indene-1-one), Cl.NO (hydroxylamine hydrochloride), N1=CC=CC=C1 (pyridine), C(C)O (ethanol), O (water). Product: [Cl-].OC=1C(=CC(=C2CCC(C12)=NO)C)C1=[N+](C=CC=C1)CC(=O)NC ((2,3-dihydro-7-hydroxy-1-hydroxyimino-4-methyl-1H-indene-6yl)-methylaminocarbonylmethylpyridinium chloride). Reaction SMILES: [Cl:1][CH2:2][C:3]([NH:5][CH2:6][C:7]1[C:15]([OH:16])=[C:14]2[C:10]([CH2:11][CH2:12][C:13]2=O)=[C:9]([CH3:18])[CH:8]=1)=O.Cl.[NH2:20][OH:21].[N:22]1[CH:27]=[CH:26]C=C[CH:23]=1.[CH2:28](O)[CH3:29].[OH2:31]>>[Cl-:1].[OH:16][C:15]1[C:7]([C:6]2[CH:29]=[CH:28][CH:2]=[CH:3][N+:5]=2[CH2:26][C:27]([NH:22][CH3:23])=[O:31])=[CH:8][C:9]([CH3:18])=[C:10]2[C:14]=1[C:13](=[N:20][OH:21])[CH2:12][CH2:11]2 |f:1.2,6.7|. Procedure: 200 Grams of 6-chloroacetylaminomethyl-2,3-dihydro-7-hydroxy-4-methyl-1H-indene-1-one, 77.9 g of hydroxylamine hydrochloride, 300 ml of pyridine and 1,800 ml of ethanol were refluxed for 3 hours. After the reaction was completed, the solvent was removed by evaporation under a reduced pressure, then to the residue thus obtained was added 2 liters of water and the mixture was stirred vigorously, cooled and crystallized. The crystals were collected by filtration, washed with water, and recrystalliz... Starting materials: N1(C=NC=C1)C[C@@H](OC=1C(=C2CCCC(C2=CC1)=O)CS(=O)(=O)C1=CC=CC=C1)C1=CC=CC=C1 ((S)-6-[2-(1H-imidazol-1-yl)-1-phenylethoxy]-5-[(phenylsulfonyl)methyl]-3,4-dihydro-1(2H)-naphthalenone), C=O (paraformaldehyde), CS(=O)C (dimethylsulfoxide). Run in C(C)O (ethanol). Conditions: temperature 130 celsius, time 24 hour. Yields the product OCC=1N(C=CN1)C[C@@H](OC=1C(=C2CCCC(C2=CC1)=O)CS(=O)(=O)C1=CC=CC=C1)C1=CC=CC=C1 ((S)-6-{2-[2-(hydroxymethyl)-1H-imidazol-1-yl]-1-phenylethoxy}-5-[(phenylsulfonyl)methyl]-3,4-dihydro-1(2H)-naphthalenone). Yield: 61.0%. As a reaction SMILES: [N:1]1([CH2:6][C@H:7]([C:30]2[CH:35]=[CH:34][CH:33]=[CH:32][CH:31]=2)[O:8][C:9]2[C:10]([CH2:20][S:21]([C:24]3[CH:29]=[CH:28][CH:27]=[CH:26][CH:25]=3)(=[O:23])=[O:22])=[C:11]3[C:16](=[CH:17][CH:18]=2)[C:15](=[O:19])[CH2:14][CH2:13][CH2:12]3)[CH:5]=[CH:4][N:3]=[CH:2]1.[CH2:36]=[O:37].CS(C)=O>C(O)C>[OH:37][CH2:36][C:2]1[N:1]([CH2:6][C@H:7]([C:30]2[CH:35]=[CH:34][CH:33]=[CH:32][CH:31]=2)[O:8][C:9]2[C:10]([CH2:20][S:21]([C:24]3[CH:25]=[CH:26][CH:27]=[CH:28][CH:29]=3)(=[O:23])=[O:22])=[C:11]3[C:16](=[CH:17][CH:18]=2)[C:15](=[O:19])[CH2:14][CH2:13][CH2:12]3)[CH:5]=[CH:4][N:3]=1. Procedure details: A mixture of (S)-6-[2-(1H-imidazol-1-yl)-1-phenylethoxy]-5-[(phenylsulfonyl)methyl]-3,4-dihydro-1(2H)-naphthalenone (see example 3, 250 mg, 0.51 mmol), paraformaldehyde (1.5 g) and dimethylsulfoxide (6 mL) was stirred at 130° C. for 24 h. The mixture was diluted with ethanol (10 mL), filtered, concentrated, diluted with water (50 mL) and extracted with ethyl acetate (4×10 mL). The combined extracts were washed with water (3×10 mL), dried (brine, Na2SO4), and concentrated. The residue was purifie... Reactants: C(=CCCCCCCCC)OC1=NC=C(C=N1)Br (2-decenyloxy-5-bromopyrimidine), C1(=CC=CC=C1)C1=NC=C(C=C1)B(O)O (2-phenylpyridine-5-boronic acid). Yields the product C(CCCCCCCCC)OC1=NC=C(C=N1)C=1C=CC(=NC1)C1=CC=CC=C1 (5-(2-Decyloxypyrimid-5-yl)-2-phenylpyridine). As a reaction SMILES: [CH:1]([O:11][C:12]1[N:17]=[CH:16][C:15](Br)=[CH:14][N:13]=1)=[CH:2][CH2:3][CH2:4][CH2:5][CH2:6][CH2:7][CH2:8][CH2:9][CH3:10].[C:19]1([C:25]2[CH:30]=[CH:29][C:28](B(O)O)=[CH:27][N:26]=2)[CH:24]=[CH:23][CH:22]=[CH:21][CH:20]=1>>[CH2:1]([O:11][C:12]1[N:17]=[CH:16][C:15]([C:28]2[CH:29]=[CH:30][C:25]([C:19]3[CH:24]=[CH:23][CH:22]=[CH:21][CH:20]=3)=[N:26][CH:27]=2)=[CH:14][N:13]=1)[CH2:2][CH2:3][CH2:4][CH2:5][CH2:6][CH2:7][CH2:8][CH2:9][CH3:10]. Procedure: The synthesis was carried out analogously to Example 27 from 2-decenyloxy-5-bromopyrimidine and 2-phenylpyridine-5-boronic acid. Reactants: CCOC(=O)CCCCBr, CN(C)C=O, CCOC(=O)Nc1ccc(C(F)(F)F)cc1CN(Cc1cc(C(F)(F)F)cc(C(F)(F)F)c1)c1ncc(N2CCOCC2)cn1, [H-], [Na+]. Yields the product CCOC(=O)CCCCN(C(=O)OCC)c1ccc(C(F)(F)F)cc1CN(Cc1cc(C(F)(F)F)cc(C(F)(F)F)c1)c1ncc(N2CCOCC2)cn1. As a reaction SMILES: [Br:48][CH2:49][CH2:50][CH2:51][CH2:52][C:53](=[O:54])[O:55][CH2:56][CH3:57].[CH3:58][N:59]([CH3:60])[CH:61]=[O:62].[F:1][C:2]([c:3]1[cH:4][c:5]([CH2:6][N:7]([c:8]2[n:9][cH:10][c:11]([N:14]3[CH2:15][CH2:16][O:17][CH2:18][CH2:19]3)[cH:12][n:13]2)[CH2:20][c:21]2[c:22]([NH:31][C:32]([O:33][CH2:34][CH3:35])=[O:36])[cH:23][cH:24][c:25]([C:27]([F:28])([F:29])[F:30])[cH:26]2)[cH:37][c:38]([C:40]([F:41])([F:42])[F:43])[cH:39]1)([F:44])[F:45].[H-:46].[Na+:47]>>[F:1][C:2]([c:3]1[cH:4][c:5]([CH2:6][N:7]([c:8]2[n:9][cH:10][c:11]([N:14]3[CH2:15][CH2:16][O:17][CH2:18][CH2:19]3)[cH:12][n:13]2)[CH2:20][c:21]2[c:22]([N:31]([C:32]([O:33][CH2:34][CH3:35])=[O:36])[CH2:49][CH2:50][CH2:51][CH2:52][C:53](=[O:54])[O:55][CH2:56][CH3:57])[cH:23][cH:24][c:25]([C:27]([F:28])([F:29])[F:30])[cH:26]2)[cH:37][c:38]([C:40]([F:41])([F:42])[F:43])[cH:39]1)([F:44])[F:45]. Starting materials: OC1C(C2=C(OC13CCOCC3)C=CC(=C2)[N+](=O)[O-])C(NC)=S (3,4-dihydro-3-hydroxy-N-methyl-6-nitrospiro[2H-1-benzopyran-2,4'-tetrahydropyran]-4-carbothioamide), O.C1(=CC=C(C=C1)S(=O)(=O)O)C (p-toluenesulfonic acid monohydrate), C1(=CC=CC=C1)C (toluene). Solvent: O (Water). The product is CNC(=S)C1=CC2(CCOCC2)OC2=C1C=C(C=C2)[N+](=O)[O-] (N-methyl-6-nitrospiro[2H-1-benzopyran-2,4'-tetrahydropyran]-4-carbothioamide). Isolated yield 59.2%. RXN SMILES: O[CH:2]1[C:7]2([CH2:12][CH2:11][O:10][CH2:9][CH2:8]2)[O:6][C:5]2[CH:13]=[CH:14][C:15]([N+:17]([O-:19])=[O:18])=[CH:16][C:4]=2[CH:3]1[C:20](=[S:23])[NH:21][CH3:22].O.C1(C)C=CC(S(O)(=O)=O)=CC=1.C1(C)C=CC=CC=1>O>[CH3:22][NH:21][C:20]([C:3]1[C:4]2[CH:16]=[C:15]([N+:17]([O-:19])=[O:18])[CH:14]=[CH:13][C:5]=2[O:6][C:7]2([CH2:8][CH2:9][O:10][CH2:11][CH2:12]2)[CH:2]=1)=[S:23] |f:1.2|. Reported procedure: A mixture of 1.66 g of 3,4-dihydro-3-hydroxy-N-methyl-6-nitrospiro[2H-1-benzopyran-2,4'-tetrahydropyran]-4-carbothioamide, 1.0 g of p-toluenesulfonic acid monohydrate and 100 ml of toluene was refluxed with heating for 1.5 hours. Water was added therein and the mixture was extracted with methylene chloride. An organic layer was washed and dried, and the solvent was distilled. The obtained residue was purified according to silica gel column chromatography (developing solution, MeOH:CH2Cl2 =1:99) ...